This data is from the Open Reaction Database (ORD), a public repository of structured organic reaction records. The task is: describe an organic reaction: reactants, conditions, products, and yield Starting materials: CCCCC (pentane), BrC1=NC=C(C=C1)Br (2,5-dibromopyridine), sol., C([O-])([O-])=O.[Na+].[Na+] (sodium carbonate), resultant mixture, C(C)OCC (diethyl ether), O (water). Reagents/catalysts: C=1C=CC(=CC1)[P](C=2C=CC=CC2)(C=3C=CC=CC3)[Pd]([P](C=4C=CC=CC4)(C=5C=CC=CC5)C=6C=CC=CC6)([P](C=7C=CC=CC7)(C=8C=CC=CC8)C=9C=CC=CC9)[P](C=1C=CC=CC1)(C=1C=CC=CC1)C=1C=CC=CC1 (palladium tetrakis). Conditions: time 8 hour. Yields the product BrC1=CC=C(C=C1)OCCCCC (1-Bromo-4-pentoxy-benzene). As a reaction SMILES: C(=O)([O-])[O-].[Na+].[Na+].BrC1[CH:13]=[CH:12][C:11]([Br:14])=[CH:10]N=1.[CH2:15]([O:17][CH2:18][CH3:19])[CH3:16].O.[CH3:21][CH2:22][CH2:23]CC>C1C=CC([P]([Pd]([P](C2C=CC=CC=2)(C2C=CC=CC=2)C2C=CC=CC=2)([P](C2C=CC=CC=2)(C2C=CC=CC=2)C2C=CC=CC=2)[P](C2C=CC=CC=2)(C2C=CC=CC=2)C2C=CC=CC=2)(C2C=CC=CC=2)C2C=CC=CC=2)=CC=1>[Br:14][C:11]1[CH:12]=[CH:13][C:15]([O:17][CH2:18][CH2:19][CH2:21][CH2:22][CH3:23])=[CH:16][CH:10]=1 |f:0.1.2,^1:29,31,50,69|. Procedure: To a solution of 1.44 g (6.92 mmol) of a subtitled compound of Preparation 2B in 50 ml of toluene and 20 ml of methanol under nitrogen, was added 15.5 ml (31.1 mmol) a 2M sol. of sodium carbonate which resulted in the formation of a white precipitate. To the resultant mixture, was added 800 mg (0.69 mmol) of palladium tetrakis (triphenylphosphine), followed by 1.64 g (6.92 mmol) of 2,5-dibromopyridine. The resultant reaction mixture was reacted for approximately three hours, forty-five minutes a... The reactants are CCO, CCCSc1ncc(CC(C(=O)OCC)C(=O)OCC)n1Cc1ccccc1Cl, Cl, [Na+], [Na+], O=C([O-])[O-], O. The product is CCCSc1ncc(CC(C(=O)O)C(=O)OCC)n1Cc1ccccc1Cl. As a reaction SMILES: [CH3:36][CH2:37][OH:38].[Cl:1][c:2]1[c:3]([CH2:8][n:9]2[c:10]([S:26][CH2:27][CH2:28][CH3:29])[n:11][cH:12][c:13]2[CH2:14][CH:15]([C:16](=[O:17])[O:18][CH2:19][CH3:20])[C:21](=[O:22])[O:23][CH2:24][CH3:25])[cH:4][cH:5][cH:6][cH:7]1.[ClH:39].[Na+:30].[Na+:31].[O-:32][C:33](=[O:34])[O-:35].[OH2:40]>>[Cl:1][c:2]1[c:3]([CH2:8][n:9]2[c:10]([S:26][CH2:27][CH2:28][CH3:29])[n:11][cH:12][c:13]2[CH2:14][CH:15]([C:16](=[O:17])[O:18][CH2:19][CH3:20])[C:21](=[O:22])[OH:23])[cH:4][cH:5][cH:6][cH:7]1.